Dataset: the Open Reaction Database (ORD), a public repository of structured organic reaction records. Task: describe an organic reaction: reactants, conditions, products, and yield Starting materials: CCN(C(C)C)C(C)C, C1CCOC1, O=C(Cl)Oc1ccccc1. The product is NC(=O)Oc1ccccc1. As a reaction SMILES: [CH:1]([N:4]([CH:2]([CH3:3])[CH3:5])[CH2:6][CH3:7])([CH3:8])[CH3:9].[O:20]1[CH2:21][CH2:22][CH2:23][CH2:24]1.[c:10]1([O:16][C:17](=[O:18])[Cl:19])[cH:11][cH:12][cH:13][cH:14][cH:15]1>>[NH2:4][C:17]([O:16][c:10]1[cH:11][cH:12][cH:13][cH:14][cH:15]1)=[O:18].